From a dataset of the Open Reaction Database (ORD), a public repository of structured organic reaction records. describe an organic reaction: reactants, conditions, products, and yield Reactants: [Cl-].[Al+3].[Cl-].[Cl-] (aluminum chloride), COC1=CC=C(C=C1)C (4-Methoxytoluene), C(CCCCCC)(=O)Cl (heptanoyl chloride). The solvent is C(Cl)Cl (methylene chloride). Reaction conditions: temperature 0 celsius, time 2 hour. Yields the product OC1=C(C=C(C=C1)C)C(CCCCCC)=O (1-(2-hydroxy-5-methylphenyl)heptan-1-one). The yield is 73.2%. Reaction SMILES: C[O:2][C:3]1[CH:8]=[CH:7][C:6]([CH3:9])=[CH:5][CH:4]=1.[Cl-].[Al+3].[Cl-].[Cl-].[C:14](Cl)(=[O:21])[CH2:15][CH2:16][CH2:17][CH2:18][CH2:19][CH3:20]>C(Cl)Cl>[OH:2][C:3]1[CH:8]=[CH:7][C:6]([CH3:9])=[CH:5][C:4]=1[C:14](=[O:21])[CH2:15][CH2:16][CH2:17][CH2:18][CH2:19][CH3:20] |f:1.2.3.4|. Reported procedure: 4-Methoxytoluene (100 ml, 0.793 mol) and methylene chloride (300 ml) were mixed, and this solution was cooled to 0° C. To this solution was added aluminum chloride (190.3 g, 1.44 mol), and then heptanoyl chloride (123 ml, 0.8 mol) was added dropwise to this solution over 2 hours. The reaction mixture was heated to room temperature, and stirred for 2 hours. The reaction mixture was poured onto ice (400 g) to stop the reaction. The aqueous layer was extracted with chloroform (300 ml). The organic ... The reactants are FC(C(=O)O)(F)F (Trifluoroacetic acid), OC1=C(C(=O)NC2=C(C(=O)OC(C)(C)C)C=CC(=C2)C2=CC=CC=C2)C=C(C=C1)N1CCOCC1 (tert-butyl 2-(2-hydroxy-5-(morpholin-4-yl)benzamido)-4-phenylbenzoate). Reaction conditions: time 3 hour. Product: OC1=C(C(=O)NC2=C(C(=O)O)C=CC(=C2)C2=CC=CC=C2)C=C(C=C1)N1CCOCC1 (2-(2-hydroxy-5-(morpholin-4-yl)benzamido)-4-phenylbenzoic acid). The yield is 85.1%. Reaction SMILES: FC(F)(F)C(O)=O.[OH:8][C:9]1[CH:36]=[CH:35][C:34]([N:37]2[CH2:42][CH2:41][O:40][CH2:39][CH2:38]2)=[CH:33][C:10]=1[C:11]([NH:13][C:14]1[CH:26]=[C:25]([C:27]2[CH:32]=[CH:31][CH:30]=[CH:29][CH:28]=2)[CH:24]=[CH:23][C:15]=1[C:16]([O:18]C(C)(C)C)=[O:17])=[O:12]>>[OH:8][C:9]1[CH:36]=[CH:35][C:34]([N:37]2[CH2:38][CH2:39][O:40][CH2:41][CH2:42]2)=[CH:33][C:10]=1[C:11]([NH:13][C:14]1[CH:26]=[C:25]([C:27]2[CH:28]=[CH:29][CH:30]=[CH:31][CH:32]=2)[CH:24]=[CH:23][C:15]=1[C:16]([OH:18])=[O:17])=[O:12]. Procedure details: Trifluoroacetic acid (3 mL) was added to the obtained tert-butyl 2-(2-hydroxy-5-(morpholin-4-yl)benzamido)-4-phenylbenzoate (0.036 g), followed by stirring at room temperature for 3 hours. The solvent was evaporated under reduced pressure, and water and 2-propanol were added to the obtained residue. After adjusting the pH to 6.0 with a saturated aqueous solution of sodium bicarbonate, the solid substance was collected by filtration to obtain 0.027 g of 2-(2-hydroxy-5-(morpholin-4-yl)benzamido)-4... The reactants are ClC1=NC=CC=C1S(=O)(=O)N (2-chloro-3-pyridinylsulfonamide), N12CCCCCC2=NCCC1 (1,8-diazabicyclo[5.4.0]undec-7-ene), FC(OC1=NC(=NC(=C1)C)N(C([O-])=O)C1=CC=CC=C1)F (N-(4-difluoromethoxy-6-methylpyrimidin-2-yl)phenylcarbamate). The solvent is O1CCOCC1 (dioxan). Reaction conditions: time 2 hour. The product is ClC1=NC=CC=C1S(=O)(=O)NC(=O)NC1=NC(=CC(=N1)OC(F)F)C (N-(2-chloro-3-pyridinylsulfonyl)-N'-(4-difluoromethoxy-6-methylpyrimidin-2-yl)urea). The yield is 90.0%. RXN SMILES: [Cl:1][C:2]1[C:7]([S:8]([NH2:11])(=[O:10])=[O:9])=[CH:6][CH:5]=[CH:4][N:3]=1.N12CCCN=C1CCCCC2.[F:23][CH:24]([F:43])[O:25][C:26]1[CH:31]=[C:30]([CH3:32])[N:29]=[C:28]([N:33](C2C=CC=CC=2)[C:34](=O)[O-:35])[N:27]=1>O1CCOCC1>[Cl:1][C:2]1[C:7]([S:8]([NH:11][C:34]([NH:33][C:28]2[N:27]=[C:26]([O:25][CH:24]([F:43])[F:23])[CH:31]=[C:30]([CH3:32])[N:29]=2)=[O:35])(=[O:9])=[O:10])=[CH:6][CH:5]=[CH:4][N:3]=1. Procedure details: To a mixture of 0.652 g of 2-chloro-3-pyridinylsulfonamide and 0.55 ml of 1,8-diazabicyclo[5.4.0]undec-7-ene in 10 ml of absolute dioxan is added, at 25° C., 1 g of N-(4-difluoromethoxy-6-methylpyrimidin-2-yl)phenylcarbamate. The reaction mixture is stirred for another 2 hours at the same temperature and then concentrated. The residue is taken up in ice/water and neutralised with 1.86 ml of 2N hydrochloric acid. The precipitate is isolated, washed with water and dreid, affording 1.2 g (90%) of N... Starting materials: C(C)(C)NC=1C(=NC=CC1)N1CCN(CC1)C(=O)C1=CC=C(C(=O)O)C=C1 (4-[1-[3-(isopropylamino)-2-pyridyl]piperazin-4-yl-carbonyl]benzoic acid), NCCCCO (4-amino-1-butanol). Yields the product OCCCCNC(=O)C1=CC=C(C=C1)C(=O)N1CCN(CC1)C1=NC=CC=C1NC(C)C (1-[N-(4-Hydroxybutyl)carbamoyl]-4-[1-[3-(isopropylamino)-2-pyridyl]piperazin-4-yl-carbonyl]benzene). Yield: 84.0%. As a reaction SMILES: [CH:1]([NH:4][C:5]1[C:6]([N:11]2[CH2:16][CH2:15][N:14]([C:17]([C:19]3[CH:27]=[CH:26][C:22]([C:23]([OH:25])=O)=[CH:21][CH:20]=3)=[O:18])[CH2:13][CH2:12]2)=[N:7][CH:8]=[CH:9][CH:10]=1)([CH3:3])[CH3:2].[NH2:28][CH2:29][CH2:30][CH2:31][CH2:32][OH:33]>>[OH:33][CH2:32][CH2:31][CH2:30][CH2:29][NH:28][C:23]([C:22]1[CH:26]=[CH:27][C:19]([C:17]([N:14]2[CH2:15][CH2:16][N:11]([C:6]3[C:5]([NH:4][CH:1]([CH3:3])[CH3:2])=[CH:10][CH:9]=[CH:8][N:7]=3)[CH2:12][CH2:13]2)=[O:18])=[CH:20][CH:21]=1)=[O:25]. Procedure details: By the same procedure as described in the example 1, synthesis was carried out starting with 4-[1-[3-(isopropylamino)-2-pyridyl]piperazin-4-yl-carbonyl]benzoic acid and using 4-amino-1-butanol. Then, the product was recrystallized using ethyl acetate and isopropyl ether to give the desired compound. The product is NC(=O)c1ccc([N+](=O)[O-])cc1C(N)=O. The reactants are O=C1NC(=O)c2cc([N+](=O)[O-])ccc21, [NH4+], [OH-], O. RXN SMILES: [N+:1](=[O:2])([O-:3])[c:4]1[cH:5][c:6]2[c:7]([cH:13][cH:14]1)[C:8](=[O:9])[NH:10][C:11]2=[O:12].[NH4+:15].[OH-:16].[OH2:17]>>[N+:1](=[O:2])([O-:3])[c:4]1[cH:5][c:6]([C:11]([NH2:10])=[O:12])[c:7]([C:8](=[O:9])[NH2:15])[cH:13][cH:14]1.